From a dataset of the Open Reaction Database (ORD), a public repository of structured organic reaction records. describe an organic reaction: reactants, conditions, products, and yield Reactants: Example 1 ( 4 ), C(C)C=1OC(=CC1C(C)OC1=CC=C(C(=O)O)C=C1)C1=CC=C(C=C1)C(F)(F)F (4-(1-{2-ethyl-5-[4-(trifluoromethyl)phenyl]-3-furyl}ethoxy)benzoic acid), CNCCC(=O)OCC (ethyl 3-(methylamino)propanoate). Yields the product C(C)C=1OC(=CC1C(C)OC1=CC=C(C(=O)N(CCC(=O)O)C)C=C1)C1=CC=C(C=C1)C(F)(F)F (3-{[4-(1-{2-ethyl-5-[4-(trifluoromethyl)phenyl]-3-furyl}ethoxy)benzoyl](methyl)amino}propanoic acid). Isolated yield 99.0%. As a reaction SMILES: [CH2:1]([C:3]1[O:4][C:5]([C:20]2[CH:25]=[CH:24][C:23]([C:26]([F:29])([F:28])[F:27])=[CH:22][CH:21]=2)=[CH:6][C:7]=1[CH:8]([O:10][C:11]1[CH:19]=[CH:18][C:14]([C:15](O)=[O:16])=[CH:13][CH:12]=1)[CH3:9])[CH3:2].[CH3:30][NH:31][CH2:32][CH2:33][C:34]([O:36]CC)=[O:35]>>[CH2:1]([C:3]1[O:4][C:5]([C:20]2[CH:21]=[CH:22][C:23]([C:26]([F:28])([F:29])[F:27])=[CH:24][CH:25]=2)=[CH:6][C:7]=1[CH:8]([O:10][C:11]1[CH:19]=[CH:18][C:14]([C:15]([N:31]([CH3:30])[CH2:32][CH2:33][C:34]([OH:36])=[O:35])=[O:16])=[CH:13][CH:12]=1)[CH3:9])[CH3:2]. Procedure details: An operation similar to that in Example 1 (4) was performed using 4-(1-{2-ethyl-5-[4-(trifluoromethyl)phenyl]-3-furyl}ethoxy)benzoic acid (121 mg) as well as ethyl 3-(methylamino)propanoate (47 mg) to give the title compound (145 mg, 99%) as an oil. Starting materials: O=C([O-])O, CONC(=O)Nc1ccc(-c2sc3c(c2CN(C)Cc2ccccc2)c(=O)n(-c2ccccc2)c(=O)n3Cc2c(F)cccc2F)cc1, C1CCOC1, CC(Cl)OC(=O)Cl, [Na+]. The product is CONC(=O)Nc1ccc(-c2sc3c(c2CCl)c(=O)n(-c2ccccc2)c(=O)n3Cc2c(F)cccc2F)cc1. Reaction SMILES: [C:61](=[O:62])([OH:63])[O-:64].[CH2:1]([N:2]([CH3:3])[CH2:10][c:11]1[c:12](-[c:37]2[cH:38][cH:39][c:40]([NH:43][C:44](=[O:45])[NH:46][O:47][CH3:48])[cH:41][cH:42]2)[s:13][c:14]2[n:15]([CH2:28][c:29]3[c:30]([F:36])[cH:31][cH:32][cH:33][c:34]3[F:35])[c:16](=[O:27])[n:17](-[c:21]3[cH:22][cH:23][cH:24][cH:25][cH:26]3)[c:18](=[O:20])[c:19]12)[c:4]1[cH:5][cH:6][cH:7][cH:8][cH:9]1.[CH2:56]1[O:57][CH2:58][CH2:59][CH2:60]1.[Cl:49][C:50]([O:51][CH:52]([Cl:53])[CH3:54])=[O:55].[Na+:65]>>[CH2:10]([c:11]1[c:12](-[c:37]2[cH:38][cH:39][c:40]([NH:43][C:44](=[O:45])[NH:46][O:47][CH3:48])[cH:41][cH:42]2)[s:13][c:14]2[n:15]([CH2:28][c:29]3[c:30]([F:36])[cH:31][cH:32][cH:33][c:34]3[F:35])[c:16](=[O:27])[n:17](-[c:21]3[cH:22][cH:23][cH:24][cH:25][cH:26]3)[c:18](=[O:20])[c:19]12)[Cl:49]. The reactants are COC(=O)CCCC(=O)N(CCc1c[nH]c2ccccc12)CC(C)C, CO, Cl, [Na+], [OH-], O. The product is CC(C)CN(CCc1c[nH]c2ccccc12)C(=O)CCCC(=O)O. RXN SMILES: [CH2:5]([CH:6]([CH3:7])[CH3:8])[N:9]([CH2:10][CH2:11][c:12]1[cH:13][nH:14][c:15]2[cH:16][cH:17][cH:18][cH:19][c:20]12)[C:21]([CH2:22][CH2:23][CH2:24][C:25](=[O:26])[O:27][CH3:28])=[O:29].[CH3:3][OH:4].[ClH:30].[Na+:2].[OH-:1].[OH2:31]>>[CH2:5]([CH:6]([CH3:7])[CH3:8])[N:9]([CH2:10][CH2:11][c:12]1[cH:13][nH:14][c:15]2[cH:16][cH:17][cH:18][cH:19][c:20]12)[C:21]([CH2:22][CH2:23][CH2:24][C:25](=[O:26])[OH:27])=[O:29].